From a dataset of the Open Reaction Database (ORD), a public repository of structured organic reaction records. describe an organic reaction: reactants, conditions, products, and yield The reactants are C(=O)NC=1SC=C(N1)C(C(=O)O)=NOCCCl (2-(2-formamidothiazol-4-yl)-2-(2-chloroethoxyimino)acetic acid), P(=O)(Cl)(Cl)Cl (phosphoryl chloride), NC1[C@@H]2N(C(=CCS2)C(=O)O)C1=O (7-amino-3-cephem-4-carboxylic acid), C[Si](C)(C)C(C(=O)N)[Si](C)(C)C (bis(trimethylsilyl)acetamide). The solvent is C(C)(=O)OCC (ethyl acetate), C(C)(=O)OCC (ethyl acetate), CN(C=O)C (N,N-dimethylformamide). The product is C(=O)NC=1SC=C(N1)C(C(=O)NC1[C@@H]2N(C(=CCS2)C(=O)O)C1=O)=NOCCCl (7-[2-(2-formamidothiazol-4-yl)-2-(2-chloroethoxyimino)acetamido]-3-cephem-4-carboxylic acid). Yield: 32.2%. RXN SMILES: [CH:1]([NH:3][C:4]1[S:5][CH:6]=[C:7]([C:9](=[N:13][O:14][CH2:15][CH2:16][Cl:17])[C:10]([OH:12])=O)[N:8]=1)=[O:2].P(Cl)(Cl)(Cl)=O.[NH2:23][CH:24]1[C:34](=[O:35])[N:26]2[C:27]([C:31]([OH:33])=[O:32])=[CH:28][CH2:29][S:30][C@H:25]12.C[Si](C([Si](C)(C)C)C(N)=O)(C)C>C(OCC)(=O)C.CN(C)C=O>[CH:1]([NH:3][C:4]1[S:5][CH:6]=[C:7]([C:9](=[N:13][O:14][CH2:15][CH2:16][Cl:17])[C:10]([NH:23][CH:24]2[C:34](=[O:35])[N:26]3[C:27]([C:31]([OH:33])=[O:32])=[CH:28][CH2:29][S:30][C@H:25]23)=[O:12])[N:8]=1)=[O:2]. Reported procedure: A solution of 2-(2-formamidothiazol-4-yl)-2-(2-chloroethoxyimino)acetic acid (syn isomer, 3.47 g.), N,N-dimethylformamide (1.1 g.) and phosphoryl chloride (2.3 g.) in ethyl acetate (35 ml.), and a solution of 7-amino-3-cephem-4-carboxylic acid (2.5 g.) and bis(trimethylsilyl)acetamide (12.7 g.) in ethyl acetate (25 ml.) were treated in a similar manner to that of Example 15-(1) to give 7-[2-(2-formamidothiazol-4-yl)-2-(2-chloroethoxyimino)acetamido]-3-cephem-4-carboxylic acid (syn isomer, 1.85 g...